This data is from the Open Reaction Database (ORD), a public repository of structured organic reaction records. The task is: describe an organic reaction: reactants, conditions, products, and yield Starting materials: C(C)OCCBr (2-bromoethyl ethyl ether), OC1=C(C(=O)NCC2=NC=CC=C2)C=C(C=C1)OCC(F)(F)F (2-hydroxy-N-(2-pyridylmethyl)-5-(2,2,2-trifluoroethoxy)benzamide). Product: C(C)OCCOC1=C(C(=O)NCC2=NC=CC=C2)C=C(C=C1)OCC(F)(F)F (2-(2-ethoxyethoxy)-N-(2-pyridylmethyl)-5-(2,2,2-trifluoroethoxy)benzamide). Yield: 35.1%. RXN SMILES: [CH2:1]([O:3][CH2:4][CH2:5]Br)[CH3:2].[OH:7][C:8]1[CH:23]=[CH:22][C:21]([O:24][CH2:25][C:26]([F:29])([F:28])[F:27])=[CH:20][C:9]=1[C:10]([NH:12][CH2:13][C:14]1[CH:19]=[CH:18][CH:17]=[CH:16][N:15]=1)=[O:11]>>[CH2:1]([O:3][CH2:4][CH2:5][O:7][C:8]1[CH:23]=[CH:22][C:21]([O:24][CH2:25][C:26]([F:29])([F:27])[F:28])=[CH:20][C:9]=1[C:10]([NH:12][CH2:13][C:14]1[CH:19]=[CH:18][CH:17]=[CH:16][N:15]=1)=[O:11])[CH3:2]. Procedure details: Using the general method of Example I Part A, 4.3 g (0.028 mole of 2-bromoethyl ethyl ether was reacted with 6.52 g (0.02 mole) of 2-hydroxy-N-(2-pyridylmethyl)-5-(2,2,2-trifluoroethoxy)benzamide to provide 2.8 g of white crystalline 2-(2-ethoxyethoxy)-N-(2-pyridylmethyl)-5-(2,2,2-trifluoroethoxy)benzamide, m.p.90°-94° C. The structure was confirmed by nuclear magnetic resonance spectroscopy.